This data is from the Open Reaction Database (ORD), a public repository of structured organic reaction records. The task is: describe an organic reaction: reactants, conditions, products, and yield Starting materials: O (water), N1C(=CC=2C1=NC=CC2)C(=O)OCC (ethyl pyrrolo[2,3-b]pyridine-2-carboxylate), [H-].[Na+] (sodium hydride), C(C1=CC=CC=C1)Br (benzyl bromide). Run in C(C)OCC (ethyl ether), CN(C)C=O (DMF). Run at temperature 20 celsius. The product is C(C1=CC=CC=C1)N1C(=CC=2C1=NC=CC2)C(=O)OCC (ethyl 1-benzyl-1H-pyrrolo[2,3-b]pyridine-2-carboxylate). The yield is 82.0%. RXN SMILES: [NH:1]1[C:5]2=[N:6][CH:7]=[CH:8][CH:9]=[C:4]2[CH:3]=[C:2]1[C:10]([O:12][CH2:13][CH3:14])=[O:11].[H-].[Na+].[CH2:17](Br)[C:18]1[CH:23]=[CH:22][CH:21]=[CH:20][CH:19]=1.O>CN(C=O)C.C(OCC)C>[CH2:17]([N:1]1[C:5]2=[N:6][CH:7]=[CH:8][CH:9]=[C:4]2[CH:3]=[C:2]1[C:10]([O:12][CH2:13][CH3:14])=[O:11])[C:18]1[CH:23]=[CH:22][CH:21]=[CH:20][CH:19]=1 |f:1.2|. Reported procedure: 2 g (10 mmol) of ethyl pyrrolo[2,3-b]pyridine-2-carboxylate (WO2004101563) are added, portionwise, to a suspension of 0.44 g (11 mmol) of sodium hydride in 50 ml of DMF, stirred at 20° C. After stirring at ambient temperature for 1 h, 2.1 g (12 mmol) of benzyl bromide are added, dropwise, and the reaction mixture is stirred at ambient temperature for 20 h. 150 ml of water and 150 ml of ethyl ether are subsequently added with stirring. The aqueous phase is separated and extracted twice with 50 ml...